This data is from the Open Reaction Database (ORD), a public repository of structured organic reaction records. The task is: describe an organic reaction: reactants, conditions, products, and yield Starting materials: FC(C=1C=C(C(=O)N2[C@@H](CNCC2)CC2=CC(=C(C=C2)C)C)C=C(C1)C(F)(F)F)(F)F ((2R)-1-[3,5-bis(trifluoromethyl)benzoyl]-2-(3,4-dimethylbenzyl)piperazine), C(C)(=O)C1=C(C(=O)O)C=CC=C1 (2-acetylbenzoic acid), Cl.CN(CCCN=C=NCC)C (1-(3-dimethylaminopropyl)-3-ethylcarbodiimide hydrochloride), ON1N=NC2=C1C=CC=C2 (1-hydroxybenzotriazole), C(O)([O-])=O.[Na+] (sodium hydrogen carbonate). The solvent is CN(C=O)C (N,N-dimethylformamide), CN(C=O)C (N,N-dimethylformamide). Reaction conditions: time 8 hour. Product: C(C)(=O)C1=C(C(=O)N2C[C@H](N(CC2)C(C2=CC(=CC(=C2)C(F)(F)F)C(F)(F)F)=O)CC2=CC(=C(C=C2)C)C)C=CC=C1 ((2R)-4-(2-acetylbenzoyl)-1-[3,5-bis(trifluoromethyl)benzoyl]-2-(3,4-dimethylbenzyl)piperazine). As a reaction SMILES: [F:1][C:2]([F:31])([F:30])[C:3]1[CH:4]=[C:5]([CH:23]=[C:24]([C:26]([F:29])([F:28])[F:27])[CH:25]=1)[C:6]([N:8]1[CH2:13][CH2:12][NH:11][CH2:10][C@H:9]1[CH2:14][C:15]1[CH:20]=[CH:19][C:18]([CH3:21])=[C:17]([CH3:22])[CH:16]=1)=[O:7].[C:32]([C:35]1[CH:43]=[CH:42][CH:41]=[CH:40][C:36]=1[C:37](O)=[O:38])(=[O:34])[CH3:33].Cl.CN(C)CCCN=C=NCC.ON1C2C=CC=CC=2N=N1.C(=O)([O-])O.[Na+]>CN(C)C=O>[C:32]([C:35]1[CH:43]=[CH:42][CH:41]=[CH:40][C:36]=1[C:37]([N:11]1[CH2:12][CH2:13][N:8]([C:6](=[O:7])[C:5]2[CH:23]=[C:24]([C:26]([F:27])([F:28])[F:29])[CH:25]=[C:3]([C:2]([F:1])([F:30])[F:31])[CH:4]=2)[C@H:9]([CH2:14][C:15]2[CH:20]=[CH:19][C:18]([CH3:21])=[C:17]([CH3:22])[CH:16]=2)[CH2:10]1)=[O:38])(=[O:34])[CH3:33] |f:2.3,5.6|. Procedure: (2R-1-[3,5-Bis(trifluoromethyl)benzoyl)-2-(3,4-dimethylbenzyl)piperazine fumarate (785 mg) was added to a mixture of 2N sodium hydroxide solution (5 ml) and ethyl acetate. The organic layer was separated, washed with brine, dried over magnesium sulfate, and evaporated in vacuo to give (2R)-1-[3,5-bis(trifluoromethyl)benzoyl]-2-(3,4-dimethylbenzyl)piperazine. A solution of this piperazine in N,N-dimethylformamide (7 ml) was added to a mixture of 2-acetylbenzoic acid (230 mg), 1-(3-dimethylaminopr... Starting materials: C1(CC1)C=1C(=CC(=NC1)C(=O)O)OCCF (5-cyclopropyl-4-(2-fluoroethoxy)pyridine-2-carboxylic acid), NC(CC(=O)N)(C)C1CC1 (3-amino-3-cyclopropyl-butanamide). Product: NC(CC(C)(C1CC1)NC(=O)C1=NC=C(C(=C1)OCCF)C1CC1)=O (N-(3-amino-1-cyclopropyl-1-methyl-3-oxo-propyl)-5-cyclopropyl-4-(2-fluoroethoxy)pyridine-2-carboxamide). As a reaction SMILES: [CH:1]1([C:4]2[C:5]([O:13][CH2:14][CH2:15][F:16])=[CH:6][C:7]([C:10]([OH:12])=O)=[N:8][CH:9]=2)[CH2:3][CH2:2]1.[NH2:17][C:18]([CH:24]1[CH2:26][CH2:25]1)([CH3:23])[CH2:19][C:20]([NH2:22])=[O:21]>>[NH2:22][C:20](=[O:21])[CH2:19][C:18]([NH:17][C:10]([C:7]1[CH:6]=[C:5]([O:13][CH2:14][CH2:15][F:16])[C:4]([CH:1]2[CH2:2][CH2:3]2)=[CH:9][N:8]=1)=[O:12])([CH:24]1[CH2:26][CH2:25]1)[CH3:23]. Reported procedure: The title compound was synthesized in analogy to Example 112e, using 5-cyclopropyl-4-(2-fluoroethoxy)pyridine-2-carboxylic acid (example 146b) and 3-amino-3-cyclopropyl-butanamide (example 270c) as starting materials and isolated (65 mg, 56%) as; MS (ESI, m/z): 350.3 (M+H+). Reactants: ClC1=CC=C(C(=O)CC(=O)OCC)C=C1 (Ethyl 4-chlorobenzoylacetate), C1(C=CC(C=C1)=O)=O (benzoquinone). The reagents and catalysts are [Cl-].[Zn+2].[Cl-] (Zinc chloride). The solvent is C(C)O (ethanol), CC(C)(C)OC (MTBE). Conditions: temperature 95 celsius, time 30 minute. Product: ClC1=CC=C(C=C1)C=1OC2=C(C1C(=O)OCC)C=C(C=C2)O (ethyl 2-(4-chlorophenyl)-5-hydroxybenzofuran-3-carboxylate). Isolated yield 43.9%. RXN SMILES: [Cl:1][C:2]1[CH:15]=[CH:14][C:5]([C:6]([CH2:8][C:9]([O:11][CH2:12][CH3:13])=[O:10])=[O:7])=[CH:4][CH:3]=1.[C:16]1(=O)[CH:21]=[CH:20][C:19](=[O:22])[CH:18]=[CH:17]1>C(O)C.CC(OC)(C)C.[Cl-].[Zn+2].[Cl-]>[Cl:1][C:2]1[CH:3]=[CH:4][C:5]([C:6]2[O:7][C:16]3[CH:21]=[CH:20][C:19]([OH:22])=[CH:18][C:17]=3[C:8]=2[C:9]([O:11][CH2:12][CH3:13])=[O:10])=[CH:14][CH:15]=1 |f:4.5.6|. Procedure details: Zinc chloride (28.3 g, 0.207 mol) was stirred in anhydrous ethanol (45 mL) then heated to 95° C. (reflux) under nitrogen atmosphere using oven dried glassware. Ethyl 4-chlorobenzoylacetate (44 g, 0.194 mol) was added as a single portion followed by dropwise addition of a solution of benzoquinone (22.6 g, 0.21 mol) in anhydrous MTBE (500 mL) over 2 hours. This was performed with a simultaneous distillation of MTBE from the reaction mixture such that the reaction volume remained approximately cons... The reactants are [H-].[Na+] (Sodium hydride), C(#N)C(C(=O)OCC)C1=C(C(=CC=C1)OC1=C(C=CC=C1)Cl)OC (ethyl 2-cyano-2-[2-methoxy-3-(2-chlorophenoxy)phenyl]acetate), CCCBr (n-propyl bromide). The product is C(#N)C(C(=O)OCC)(CCC)C1=C(C(=CC=C1)OC1=C(C=CC=C1)Cl)OC (ethyl 2-cyano-2-[2-methoxy-3-(2-chlorophenoxy)phenyl]valerate). Yield: 104.0%. Reaction SMILES: [H-].[Na+].[C:3]([CH:5]([C:11]1[CH:16]=[CH:15][CH:14]=[C:13]([O:17][C:18]2[CH:23]=[CH:22][CH:21]=[CH:20][C:19]=2[Cl:24])[C:12]=1[O:25][CH3:26])[C:6]([O:8][CH2:9][CH3:10])=[O:7])#[N:4].[CH3:27][CH2:28][CH2:29]Br>>[C:3]([C:5]([C:11]1[CH:16]=[CH:15][CH:14]=[C:13]([O:17][C:18]2[CH:23]=[CH:22][CH:21]=[CH:20][C:19]=2[Cl:24])[C:12]=1[O:25][CH3:26])([CH2:27][CH2:28][CH3:29])[C:6]([O:8][CH2:9][CH3:10])=[O:7])#[N:4] |f:0.1|. Procedure details: Sodium hydride (50%, 920 mg), ethyl 2-cyano-2-[2-methoxy-3-(2-chlorophenoxy)phenyl]acetate (6 g) and n-propyl bromide (3.2 g) were treated in a similar manner to that of Example 10-(5) to give oily ethyl 2-cyano-2-[2-methoxy-3-(2-chlorophenoxy)phenyl]valerate (7 g).